From a dataset of the Open Reaction Database (ORD), a public repository of structured organic reaction records. describe an organic reaction: reactants, conditions, products, and yield Reactants: CC(=O)[O-], CN(C)C=O, CCOC(=O)CP(=O)(OCC)OCC, Cn1cnc(C=O)c1, [H-], [NH4+], [Na+]. Yields the product CCOC(=O)C=Cc1cn(C)cn1. RXN SMILES: [CH3:26][C:27](=[O:28])[O-:29].[CH3:30][N:31]([CH3:32])[CH:33]=[O:34].[CH3:9][CH2:10][O:11][C:12](=[O:13])[CH2:14][P:15]([O:16][CH2:17][CH3:18])([O:19][CH2:20][CH3:21])=[O:22].[CH:1](=[O:2])[c:3]1[n:4][cH:5][n:6]([CH3:8])[cH:7]1.[H-:23].[NH4+:25].[Na+:24]>>[CH:1]([c:3]1[n:4][cH:5][n:6]([CH3:8])[cH:7]1)=[CH:14][C:12]([O:11][CH2:10][CH3:9])=[O:13]. Reactants: COC1=CC=C(COC=2C(C=C(OC2)C(=O)O)=O)C=C1 (5-((4-methoxybenzyl)oxy)-4-oxo-4H-pyran-2-carboxylic acid), C(CN)N (ethane-1,2-diamine). The solvent is O (water). Reaction conditions: temperature 60 celsius, time 1 hour. Product: COC1=CC=C(COC=2C(C=C3N(CCNC3=O)C2)=O)C=C1 (7-((4-methoxybenzyl)oxy)-3,4-dihydro-1H-pyrido[1,2-a]pyrazine-1,8(2H)-dione). Yield: 75.9%. As a reaction SMILES: [CH3:1][O:2][C:3]1[CH:20]=[CH:19][C:6]([CH2:7][O:8][C:9]2[C:10](=[O:18])[CH:11]=[C:12]([C:15]([OH:17])=O)O[CH:14]=2)=[CH:5][CH:4]=1.[CH2:21]([NH2:24])[CH2:22][NH2:23]>O>[CH3:1][O:2][C:3]1[CH:4]=[CH:5][C:6]([CH2:7][O:8][C:9]2[C:10](=[O:18])[CH:11]=[C:12]3[C:15](=[O:17])[NH:24][CH2:21][CH2:22][N:23]3[CH:14]=2)=[CH:19][CH:20]=1. Procedure details: The mixture of 5-((4-methoxybenzyl)oxy)-4-oxo-4H-pyran-2-carboxylic acid (Example 2b) (5.24 g, 18.21 mmol), ethane-1,2-diamine (1.830 mL, 27.3 mmol) in water (80 mL) was stirred at 60° C. for 1 h and then 80° C. for 20 h. Yellow solid precipitated from the reaction when heating. After cooling, white precipitate was filtered off, washed with 20 mL of cold water/acetone (v:v=1:1) and dried to give 7-((4-methoxybenzyl)oxy)-3,4-dihydro-1H-pyrido[1,2-a]pyrazine-1,8(2H)-dione (4.15 g, 13.82 mmol, 76% ... Reactants: [K] (Potassium), C1CCCC=2C3=CC=CC=C3NC12 (1,2,3,4-tetrahydro-9H-carbazole), C(C#C)Br (propargyl bromide). Solvent: O (water), CN(C=O)C (dimethylformamide). Reaction conditions: time 45 minute. The product is C(C#C)N1C2=CC=CC=C2C=2CCCCC12 (1,2,3,4-tetrahydro-9-(2-propynyl)-9H-carbazole). As a reaction SMILES: [K].[CH2:2]1[C:14]2[NH:13][C:12]3[C:7](=[CH:8][CH:9]=[CH:10][CH:11]=3)[C:6]=2[CH2:5][CH2:4][CH2:3]1.[CH2:15](Br)[C:16]#[CH:17]>CN(C)C=O.O>[CH2:17]([N:13]1[C:14]2[CH2:2][CH2:3][CH2:4][CH2:5][C:6]=2[C:7]2[C:12]1=[CH:11][CH:10]=[CH:9][CH:8]=2)[C:16]#[CH:15] |^1:0|. Procedure details: Potassium tert.-buroxide, 3.6 g (33 mmol), was added to a solution of 5 g (30 mmol) of 1,2,3,4-tetrahydro-9H-carbazole in 50 ml of dimethylformamide. After stirring for 45 minutes under nitrogen, 3.9 g or 2.9 ml (33 mmol) of propargyl bromide was added and stirring was continued for 30 minutes at room temperature followed by 45 minutes on the steam bath. The cooled reaction mixture was diluted with water and the product was extracted with ether. The extracts were washed with water, dried over so... Reactants: CC(=O)O[BH-](OC(C)=O)OC(C)=O, CCCCOCCOc1ccc(-c2ccc3c(c2)C=C(C(=O)OC)CCN3)cc1, CCOCCC=O, ClCCCl, [Na+], O. Product: CCCCOCCOc1ccc(-c2ccc3c(c2)C=C(C(=O)OC)CCN3CCCOCC)cc1. As a reaction SMILES: [C:37]([O:38][BH-:39]([O:40][C:41](=[O:42])[CH3:43])[O:44][C:45](=[O:46])[CH3:47])(=[O:48])[CH3:49].[CH2:1]([CH2:2][CH2:3][CH3:4])[O:5][CH2:6][CH2:7][O:8][c:9]1[cH:10][cH:11][c:12](-[c:15]2[cH:16][cH:17][c:18]3[c:19]([cH:29]2)[CH:20]=[C:21]([C:25](=[O:26])[O:27][CH3:28])[CH2:22][CH2:23][NH:24]3)[cH:13][cH:14]1.[CH2:30]([CH3:31])[O:32][CH2:33][CH2:34][CH:35]=[O:36].[Cl:52][CH2:53][CH2:54][Cl:55].[Na+:50].[OH2:51]>>[CH2:1]([CH2:2][CH2:3][CH3:4])[O:5][CH2:6][CH2:7][O:8][c:9]1[cH:10][cH:11][c:12](-[c:15]2[cH:16][cH:17][c:18]3[c:19]([cH:29]2)[CH:20]=[C:21]([C:25](=[O:26])[O:27][CH3:28])[CH2:22][CH2:23][N:24]3[CH2:35][CH2:34][CH2:33][O:32][CH2:30][CH3:31])[cH:13][cH:14]1. The reactants are Fc1ccccc1-c1cn2c(Cl)nc3c(c2n1)CCCC3, [F-], [K+], C1COCCOCCOCCOCCOCCO1, CN(C)C=O, O. Product: Fc1ccccc1-c1cn2c(F)nc3c(c2n1)CCCC3. RXN SMILES: [Cl:21][c:22]1[n:23][c:24]2[c:29]([c:30]3[n:31]1[cH:32][c:33](-[c:35]1[c:36]([F:41])[cH:37][cH:38][cH:39][cH:40]1)[n:34]3)[CH2:28][CH2:27][CH2:26][CH2:25]2.[F-:1].[K+:2].[O:3]1[CH2:4][CH2:5][O:6][CH2:7][CH2:8][O:9][CH2:10][CH2:11][O:12][CH2:13][CH2:14][O:15][CH2:16][CH2:17][O:18][CH2:19][CH2:20]1.[O:43]=[CH:44][N:45]([CH3:46])[CH3:47].[OH2:42]>>[F:1][c:22]1[n:23][c:24]2[c:29]([c:30]3[n:31]1[cH:32][c:33](-[c:35]1[c:36]([F:41])[cH:37][cH:38][cH:39][cH:40]1)[n:34]3)[CH2:28][CH2:27][CH2:26][CH2:25]2. The reactants are C(C1=CC=CC=C1)O[C@@H]1[C@H](O[C@@]([C@@H]([C@H]1OCC1=CC=CC=C1)OCC1=CC=CC=C1)(OC)C1=CC(=C(C=C1)C)CC=1SC(=CC1)C1=CC=C(C=C1)F)CO[Si](C)(C)C(C)(C)C ([[(2R,3R,4S,5R,6S)-3,4,5-tribenzyloxy-6-[3-[[5-(4-fluorophenyl)-2-thienyl]methyl]-4-methyl-phenyl]-6-methoxy-tetrahydropyran-2-yl]methoxy]tert-butyl-dimethyl-silane), C(C)(=O)Cl (acetyl chloride). The solvent is CO (methanol). Run at time 2 hour. Product: C(C1=CC=CC=C1)O[C@@H]1[C@H](O[C@@]([C@@H]([C@H]1OCC1=CC=CC=C1)OCC1=CC=CC=C1)(OC)C1=CC(=C(C=C1)C)CC=1SC(=CC1)C1=CC=C(C=C1)F)CO ([(2R,3R,4S,5R,6S)-3,4,5-tribenzyloxy-6-[3-[[5-(4-fluorophenyl)-2-thienyl]methyl]-4-methyl-phenyl]-6-methoxy-tetrahydropyran-2-yl]methanol). Yield: 75.7%. RXN SMILES: [CH2:1]([O:8][C@H:9]1[C@H:14]([O:15][CH2:16][C:17]2[CH:22]=[CH:21][CH:20]=[CH:19][CH:18]=2)[C@@H:13]([O:23][CH2:24][C:25]2[CH:30]=[CH:29][CH:28]=[CH:27][CH:26]=2)[C@@:12]([C:33]2[CH:38]=[CH:37][C:36]([CH3:39])=[C:35]([CH2:40][C:41]3[S:42][C:43]([C:46]4[CH:51]=[CH:50][C:49]([F:52])=[CH:48][CH:47]=4)=[CH:44][CH:45]=3)[CH:34]=2)([O:31][CH3:32])[O:11][C@@H:10]1[CH2:53][O:54][Si](C(C)(C)C)(C)C)[C:2]1[CH:7]=[CH:6][CH:5]=[CH:4][CH:3]=1.C(Cl)(=O)C>CO>[CH2:1]([O:8][C@H:9]1[C@H:14]([O:15][CH2:16][C:17]2[CH:18]=[CH:19][CH:20]=[CH:21][CH:22]=2)[C@@H:13]([O:23][CH2:24][C:25]2[CH:30]=[CH:29][CH:28]=[CH:27][CH:26]=2)[C@@:12]([C:33]2[CH:38]=[CH:37][C:36]([CH3:39])=[C:35]([CH2:40][C:41]3[S:42][C:43]([C:46]4[CH:47]=[CH:48][C:49]([F:52])=[CH:50][CH:51]=4)=[CH:44][CH:45]=3)[CH:34]=2)([O:31][CH3:32])[O:11][C@@H:10]1[CH2:53][OH:54])[C:2]1[CH:3]=[CH:4][CH:5]=[CH:6][CH:7]=1. Procedure details: [[(2R,3R,4S,5R,6S)-3,4,5-tribenzyloxy-6-[3-[[5-(4-fluorophenyl)-2-thienyl]methyl]-4-methyl-phenyl]-6-methoxy-tetrahydropyran-2-yl]methoxy]tert-butyl-dimethyl-silane 9f (2.9 g, 3.37 mmol) was dissolved in 20 mL methanol, followed by addition of acetyl chloride (38 μL, 0.5 mmol). The reaction mixture was stirred for 2 hours and was partitioned after 30 mL ethyl acetate and 30 mL water were added. The aqueous phase was extracted with ethyl acetate (30 mL×2) and the organic extracts were combined, d... Reactants: Cc1c(F)ccc2oc(=O)[nH]c12, O, O=[N+]([O-])O. Product: Cc1c(F)c([N+](=O)[O-])cc2oc(=O)[nH]c12. Reaction SMILES: [F:1][c:2]1[cH:3][cH:4][c:5]2[c:6]([nH:7][c:8](=[O:10])[o:9]2)[c:11]1[CH3:12].[OH2:17].[OH:13][N+:14]([O-:15])=[O:16]>>[F:1][c:2]1[c:3]([N+:14](=[O:13])[O-:15])[cH:4][c:5]2[c:6]([nH:7][c:8](=[O:10])[o:9]2)[c:11]1[CH3:12]. The reactants are OC1C(OC2OC(OC21)(C)C)C2NCCC2O (2-(Tetrahydro-6-hydroxy-2,2dimethylfuro[2,3-d]-l,3-dioxol-5-yl)-3-pyrrolidinol), [OH-].[Na+] (sodium hydroxide). Reagents/catalysts: [Pt] (Pt on carbon). The solvent is O (water). The product is C1CN2C[C@@H]([C@H]([C@@H]([C@H]2[C@H]1O)O)O)O (castanospermine). Reaction SMILES: [OH:1][CH:2]1[CH:9]2[CH:5](OC(C)(C)[O:8]2)[O:4][CH:3]1[CH:12]1[CH:16]([OH:17])[CH2:15][CH2:14][NH:13]1.[OH-].[Na+]>O.[Pt]>[CH2:15]1[C@H:16]([OH:17])[C@H:12]2[N:13]([CH2:5][C@H:9]([OH:8])[C@@H:2]([OH:1])[C@@H:3]2[OH:4])[CH2:14]1 |f:1.2|. Procedure: A solution of [3aR-[3aα,5α(2R*,3S*),6α,6aα]]-2-(Tetrahydro-6-hydroxy-2,2-dimethylfuro[2,3-d]-1,3-dioxol-5-yl)-3-pyrrolidinol (V) (0.5g, 2.0 mmol) in trifluor (9:1) (25 mL) was stirred, under nitrogen, at ambient temperature for 20h. The purple solution was then concentrated in vacuo (40° C.) leaving a thick syrup which was dissolved in deionized water (25 mL). This solution was basified to a pH of about 9.0 by the addition of lN aqueous sodium hydroxide (5.5 mL) and hydrogenated at 3.4 atmospher... Reactants: C1CCOC1, C[Si](C)(C)[N-][Si](C)(C)C, CI, COc1ccc(N(C(=O)CN2C(=O)C(Cc3nn(C)c4ccccc34)C(=O)N(c3ccccc3)c3ccccc32)C(C)C)cc1, [Na+], CN(C)C=O. The product is COc1ccc(N(C(=O)CN2C(=O)C(C)(Cc3nn(C)c4ccccc34)C(=O)N(c3ccccc3)c3ccccc32)C(C)C)cc1. RXN SMILES: [CH2:63]1[O:64][CH2:65][CH2:66][CH2:67]1.[CH3:47][Si:48]([N-:49][Si:50]([CH3:51])([CH3:52])[CH3:53])([CH3:54])[CH3:55].[CH3:56][I:57].[CH:1]([CH3:2])([CH3:3])[N:4]([C:5]([CH2:6][N:7]1[c:8]2[c:9]([cH:33][cH:34][cH:35][cH:36]2)[N:10]([c:27]2[cH:28][cH:29][cH:30][cH:31][cH:32]2)[C:11](=[O:26])[CH:12]([CH2:15][c:16]2[n:17][n:18]([CH3:25])[c:19]3[cH:20][cH:21][cH:22][cH:23][c:24]23)[C:13]1=[O:14])=[O:37])[c:38]1[cH:39][cH:40][c:41]([O:44][CH3:45])[cH:42][cH:43]1.[Na+:46].[O:58]=[CH:59][N:60]([CH3:61])[CH3:62]>>[CH:1]([CH3:2])([CH3:3])[N:4]([C:5]([CH2:6][N:7]1[c:8]2[c:9]([cH:33][cH:34][cH:35][cH:36]2)[N:10]([c:27]2[cH:28][cH:29][cH:30][cH:31][cH:32]2)[C:11](=[O:26])[C:12]([CH2:15][c:16]2[n:17][n:18]([CH3:25])[c:19]3[cH:20][cH:21][cH:22][cH:23][c:24]23)([CH3:47])[C:13]1=[O:14])=[O:37])[c:38]1[cH:39][cH:40][c:41]([O:44][CH3:45])[cH:42][cH:43]1.